Dataset: the Open Reaction Database (ORD), a public repository of structured organic reaction records. Task: describe an organic reaction: reactants, conditions, products, and yield Reactants: IC1=CC(=NC=C1C)N (4-iodo-5-methylpyridin-2-amine), CCN(C(C)C)C(C)C (DIEA), C(OC)(=O)Cl (methyl carbonochloridate). Run in C(Cl)Cl (DCM), [NH4+].[Cl-] (NH4Cl). Conditions: temperature 0 celsius, time 1 hour. Yields the product COC(=O)N(C(=O)OC)C1=NC=C(C(=C1)I)C (dimethyl(4-iodo-5-methylpyridin-2-yl)imidodicarbonate). The yield is 82.7%. RXN SMILES: [I:1][C:2]1[C:7]([CH3:8])=[CH:6][N:5]=[C:4]([NH2:9])[CH:3]=1.CCN(C(C)C)C(C)C.[C:19](Cl)(=[O:22])[O:20][CH3:21]>C(Cl)Cl.[NH4+].[Cl-]>[CH3:21][O:20][C:19]([N:9]([C:4]1[CH:3]=[C:2]([I:1])[C:7]([CH3:8])=[CH:6][N:5]=1)[C:19]([O:20][CH3:21])=[O:22])=[O:22] |f:4.5|. Procedure details: To a solution of 4-iodo-5-methylpyridin-2-amine (90 g, 380 mmol) in DCM (3800 mL) were added DIEA (192 mL, 930 mmol) and methyl carbonochloridate (58.8 mL, 760 mmol) at 0° C. The reaction mixture was allowed to stir at 0° C. for 1 h and was then diluted with aqueous saturated NH4Cl. The organic solvent was separated and the aqueous solution was extracted with DCM. The organic solutions were combined, washed with brine and concentrated to give dimethyl(4-iodo-5-methylpyridin-2-yl)imidodicarbonate...